This data is from the Open Reaction Database (ORD), a public repository of structured organic reaction records. The task is: describe an organic reaction: reactants, conditions, products, and yield The reactants are C1=CC(=CC(=C1)Cl)C(=O)OO (MCPBA), COC1=C(C=CC(=C1)OC(F)(F)F)C1=NC=C(C=C1C)[N+](=O)[O-] (2-(2-methoxy-4-trifluoromethoxy-phenyl)-3-methyl-5-nitro-pyridine). The solvent is C(Cl)Cl (CH2Cl2). Conditions: time 3 hour. Product: COC1=C(C=CC(=C1)OC(F)(F)F)C1=[N+](C=C(C=C1C)[N+](=O)[O-])[O-] (2-(2methoxy-4-trifluoromethoxy-phenyl)-3-methyl-5-nitro-pyridine 1-oxide). RXN SMILES: C1C=C(Cl)C=C(C(OO)=[O:9])C=1.[CH3:12][O:13][C:14]1[CH:19]=[C:18]([O:20][C:21]([F:24])([F:23])[F:22])[CH:17]=[CH:16][C:15]=1[C:25]1[C:30]([CH3:31])=[CH:29][C:28]([N+:32]([O-:34])=[O:33])=[CH:27][N:26]=1>C(Cl)Cl>[CH3:12][O:13][C:14]1[CH:19]=[C:18]([O:20][C:21]([F:24])([F:22])[F:23])[CH:17]=[CH:16][C:15]=1[C:25]1[C:30]([CH3:31])=[CH:29][C:28]([N+:32]([O-:34])=[O:33])=[CH:27][N+:26]=1[O-:9]. Procedure: MCPBA (78.26 g, 0.349 mol) is added to a solution of 2-(2-methoxy-4-trifluoromethoxy-phenyl)-3-methyl-5-nitro-pyridine (95.6 g, 0.291 mol) in CH2Cl2 (500 ml) at room temperature. The mixture is stirred at room temperature for 3 hours. (1.2 L) and hexane (300 ml) and the mixture is washed with saturated aqueous Na2CO3 and brine. After drying over Na2SO4, the solvent is removed under reduced pressure to give 2-(2methoxy-4-trifluoromethoxy-phenyl)-3-methyl-5-nitro-pyridine 1-oxide as yellow solid. ... Starting materials: ClC1=C(C=CC=C1)C1=NCC=2N(C3=C1C=C(S3)CC)C(=NN2)C (4-(2-Chlorophenyl)-2-ethyl-9-methyl-6H-thieno[3,2-f] [1,2,4]triazolo[4,3-a] [1,4]diazepine), [H-].[Na+] (sodium hydride), C(OCC)(OCC)=O (diethyl carbonate), C(C=C)(=O)OCC (Ethyl acrylate), Cl (Hydrochloric acid). Solvent: O (water). Conditions: temperature 50 celsius, time 3 hour. Product: ClC1=C(C=CC=C1)C1=NC(C=2N(C3=C1C=C(S3)CC)C(=NN2)C)(C(=O)OCC)CCC(=O)OCC (ethyl 4-(2-chlorophenyl)-6-(2-ethoxycarbonylethyl)-2-ethyl-9-methyl-6H-thieno[3,2-f] [1,2,4]triazolo[4,3-a] [1,4]diazepine-6-carboxylate). As a reaction SMILES: [Cl:1][C:2]1[CH:7]=[CH:6][CH:5]=[CH:4][C:3]=1[C:8]1[C:14]2[CH:15]=[C:16]([CH2:18][CH3:19])[S:17][C:13]=2[N:12]2[C:20]([CH3:23])=[N:21][N:22]=[C:11]2[CH2:10][N:9]=1.[H-].[Na+].[C:26](=O)([O:30]CC)[O:27][CH2:28][CH3:29].[C:34]([O:38][CH2:39][CH3:40])(=[O:37])[CH:35]=[CH2:36].Cl>O>[Cl:1][C:2]1[CH:7]=[CH:6][CH:5]=[CH:4][C:3]=1[C:8]1[C:14]2[CH:15]=[C:16]([CH2:18][CH3:19])[S:17][C:13]=2[N:12]2[C:20]([CH3:23])=[N:21][N:22]=[C:11]2[C:10]([CH2:36][CH2:35][C:34]([O:38][CH2:39][CH3:40])=[O:37])([C:26]([O:27][CH2:28][CH3:29])=[O:30])[N:9]=1 |f:1.2|. Reported procedure: 4-(2-Chlorophenyl)-2-ethyl-9-methyl-6H-thieno[3,2-f] [1,2,4]triazolo[4,3-a] [1,4]diazepine (10.0 g) and 60% sodium hydride (2.0 g) were added to diethyl carbonate (150 ml), and the mixture was refluxed under heating under a nitrogen atmosphere for 2 hours. The reaction mixture was cooled to 50° C. Ethyl acrylate (5.37 ml) was added and the mixture was further stirred for 3 hours. The reaction mixture was added to water. 1M Hydrochloric acid was added with vigorous stirring to adjust the aqueous ... Reactants: CC(C)(C)OC(=O)NC(=S)NC(=O)OC(C)(C)C, C[n+]1ccccc1Cl, CCOC(C)=O, CCN(C(C)C)C(C)C, ClCCl, [I-], Nc1cccc(-c2ncccc2[N+](=O)[O-])c1. Product: CC(C)(C)OC(=O)NC(=Nc1cccc(-c2ncccc2[N+](=O)[O-])c1)NC(=O)OC(C)(C)C. As a reaction SMILES: [C:17]([CH3:18])([CH3:19])([CH3:20])[O:21][C:22](=[O:23])[NH:24][C:25](=[S:26])[NH:27][C:28](=[O:29])[O:30][C:31]([CH3:32])([CH3:33])[CH3:34].[CH3:45][n+:46]1[cH:47][cH:48][cH:49][cH:50][c:51]1[Cl:52].[CH3:56][CH2:57][O:58][C:59](=[O:60])[CH3:61].[CH:35]([N:36]([CH:37]([CH3:38])[CH3:39])[CH2:40][CH3:41])([CH3:42])[CH3:43].[Cl:53][CH2:54][Cl:55].[I-:44].[N+:1](=[O:2])([O-:3])[c:4]1[c:5](-[c:10]2[cH:11][c:12]([NH2:13])[cH:14][cH:15][cH:16]2)[n:6][cH:7][cH:8][cH:9]1>>[N+:1](=[O:2])([O-:3])[c:4]1[c:5](-[c:10]2[cH:11][c:12]([N:13]=[C:25]([NH:24][C:22]([O:21][C:17]([CH3:18])([CH3:19])[CH3:20])=[O:23])[NH:27][C:28](=[O:29])[O:30][C:31]([CH3:32])([CH3:33])[CH3:34])[cH:14][cH:15][cH:16]2)[n:6][cH:7][cH:8][cH:9]1. The reactants are C(C)(C)(C)OC(=O)N(C([C@@H](N)CC1=CC=CC=C1)=O)CC1CC(=NO1)Br (5-(N-tert-butoxycarbonyl-L-phenylalaninamidomethyl)-3-bromo-4,5-dihydroisoxazole), C(F)(F)(F)C(=O)O.C(Cl)Cl (CF3CO2H CH2Cl2). Yields the product FC(C(=O)O)(F)F.N[C@@H](CC1=CC=CC=C1)C(=O)NCC1CC(=NO1)Br (5-(L-phenylalaninamidomethyl)-3-bromo-4,5-dihydroisoxazole trifluoroacetate). RXN SMILES: C(OC([N:8]([CH2:20][CH:21]1[O:25][N:24]=[C:23]([Br:26])[CH2:22]1)[C:9](=[O:19])[C@H:10]([CH2:12][C:13]1[CH:18]=[CH:17][CH:16]=[CH:15][CH:14]=1)[NH2:11])=O)(C)(C)C.[C:27]([C:31]([OH:33])=[O:32])([F:30])([F:29])[F:28].C(Cl)Cl>>[F:28][C:27]([F:30])([F:29])[C:31]([OH:33])=[O:32].[NH2:11][C@H:10]([C:9]([NH:8][CH2:20][CH:21]1[O:25][N:24]=[C:23]([Br:26])[CH2:22]1)=[O:19])[CH2:12][C:13]1[CH:14]=[CH:15][CH:16]=[CH:17][CH:18]=1 |f:1.2,3.4|. Reported procedure: 5-(N-tert-butoxycarbonyl-L-phenylalaninamidomethyl)-3-bromo-4,5-dihydroisoxazole, 7 gm, was taken in 100 ml of 20% CF3CO2H/CH2Cl2 at 0° C. for 24 hrs. Concentration gave an oily foamy substance. 1H NMR [80 MHz, CDCl3 (H2O)]; delta 2.8-3.5 (m, 4H, CH2), 4.2-4.9 (m, 2H, CH), 4.7 (s, HOD), 7.3 ppm (s, 5H, pH). The solvent is O (water), O (water). As a reaction SMILES: [CH3:1][O:2][C:3]1[C:8]2[CH2:9][C:10](=[O:23])[C:11]3[CH:17]=[C:16]([CH:18]([CH3:22])[C:19](N)=[O:20])[CH:15]=[CH:14][C:12]=3[S:13][C:7]=2[CH:6]=[CH:5][CH:4]=1.C([OH:26])C.[OH-].[K+]>O>[CH3:1][O:2][C:3]1[C:8]2[CH2:9][C:10](=[O:23])[C:11]3[CH:17]=[C:16]([CH:18]([CH3:22])[C:19]([OH:26])=[O:20])[CH:15]=[CH:14][C:12]=3[S:13][C:7]=2[CH:6]=[CH:5][CH:4]=1 |f:2.3|. Procedure: To a mixture of 180 mg of 2-(10,11-dihydro-9-methoxy-11-oxodibenzo[b,f]thiepin-2-yl)-propionamide and 5 ml of ethanol was added 700 mg of potassium hydroxide in 5 ml of water, and the resulting mixture was stirred at 75° C. for 1 hour and further at 85° C. for 2 hours. The solvent or ethanol was removed by distillation to obtain a mixture, to which was added water, and the resulting mixture washed with chloroform. The aqueous layer was acidified with hydrochloric acid and extracted with ethyl ac... Run at temperature 85 celsius, time 2 hour. Yield: 27.0%. The reactants are COC1=CC=CC2=C1CC(C1=C(S2)C=CC(=C1)C(C(=O)N)C)=O (2-(10,11-dihydro-9-methoxy-11-oxodibenzo[b,f]thiepin-2-yl)-propionamide), C(C)O (ethanol), [OH-].[K+] (potassium hydroxide). Yields the product COC1=CC=CC2=C1CC(C1=C(S2)C=CC(=C1)C(C(=O)O)C)=O (2-(10,11-dihydro-9-methoxy-11-oxodibenzo[b,f]thiepin-2-yl)-propionic acid). The reactants are C(#N)C(CC(=O)OC)C1=NC(=CC=C1[N+](=O)[O-])OC (methyl 3-cyano-3-(6-methoxy-3-nitropyridin-2-yl)propanoate), C1=CCC=CC1 (1,4-cyclohexadiene). Reagents/catalysts: [Pd] (Pd/C). The solvent is CO (methanol). Run at temperature 120 celsius. Yields the product COC1=CC=C2C(=N1)C(=CN2)CC(=O)OC (methyl 2-(5-methoxy-1H-pyrrolo[3,2-b]pyridin-3-yl)acetate). RXN SMILES: [C:1]([CH:3]([C:9]1[C:14]([N+:15]([O-])=O)=[CH:13][CH:12]=[C:11]([O:18][CH3:19])[N:10]=1)[CH2:4][C:5]([O:7][CH3:8])=[O:6])#N.C1CC=CCC=1>[Pd].CO>[CH3:19][O:18][C:11]1[N:10]=[C:9]2[C:3]([CH2:4][C:5]([O:7][CH3:8])=[O:6])=[CH:1][NH:15][C:14]2=[CH:13][CH:12]=1. Procedure: A 2 mL microwave process vial with a stir bar was charged with crude methyl 3-cyano-3-(6-methoxy-3-nitropyridin-2-yl)propanoate (50 mg, 0.19 mmol), 10% Pd/C (5 Mol %, 20 mg, 0.01 mmol), and methanol (1.5 mL). An excess of 1,4-cyclohexadiene (91 mg, 1.13 mmol) was added and the vessel flooded with argon, capped and heated under microwave conditions at 120° C. for 5 min. The reaction was filtered through CELITE® and the solvent was evaporated in vacuo. The crude material was purified by flash chro... Reactants: FC1=CC=C(C=C1)C=1C=C2C=CC(=CC2=CC1)S(=O)(=O)C1=NC=CC=C1\C=N\S(=O)C(C)(C)C (N-[(1E)-(2-{[6-(4-fluorophenyl)-2-naphthyl]sulfonyl}pyridin-3-yl)methylene]-2-methylpropane-2-sulfinamide), [BH4-].[Na+] (NaBH4), O (water). Solvent: CO (MeOH), C(Cl)Cl (CH2Cl2). Product: FC1=CC=C(C=C1)C=1C=C2C=CC(=CC2=CC1)S(=O)(=O)C1=NC=CC=C1CNS(=O)C(C)(C)C (N-[(2-{[6-(4-Fluorophenyl)-2-naphthyl]sulfonyl}pyridin-3-yl)methyl]-2-methylpropane-2-sulfinamide). Yield: 74.0%. RXN SMILES: [F:1][C:2]1[CH:7]=[CH:6][C:5]([C:8]2[CH:9]=[C:10]3[C:15](=[CH:16][CH:17]=2)[CH:14]=[C:13]([S:18]([C:21]2[C:26](/[CH:27]=[N:28]/[S:29]([C:31]([CH3:34])([CH3:33])[CH3:32])=[O:30])=[CH:25][CH:24]=[CH:23][N:22]=2)(=[O:20])=[O:19])[CH:12]=[CH:11]3)=[CH:4][CH:3]=1.[BH4-].[Na+].O>CO.C(Cl)Cl>[F:1][C:2]1[CH:7]=[CH:6][C:5]([C:8]2[CH:9]=[C:10]3[C:15](=[CH:16][CH:17]=2)[CH:14]=[C:13]([S:18]([C:21]2[C:26]([CH2:27][NH:28][S:29]([C:31]([CH3:34])([CH3:33])[CH3:32])=[O:30])=[CH:25][CH:24]=[CH:23][N:22]=2)(=[O:20])=[O:19])[CH:12]=[CH:11]3)=[CH:4][CH:3]=1 |f:1.2|. Procedure: To a solution of N-[(1E)-(2-{[6-(4-fluorophenyl)-2-naphthyl]sulfonyl}pyridin-3-yl)methylene]-2-methylpropane-2-sulfinamide (170 mg, 0.34 mmol) in MeOH (1.2 ml) and CH2Cl2 (2.5 ml) was added NaBH4 (78 mg, 2.06 mmol). The reaction was left for 10 minutes, before addition of water (2 mL). The mixture was extracted with CH2Cl2 dried (Na2SO4) and evaporated in vacuo to give the title compound as a solid (125 mg). 1H NMR (400 MHz, d6-DMSO): δ 8.72 (1H, s), 8.43 (1H, t, J=2.3 Hz), 8.38 (1H, s), 8.34 (1... Reactants: N[C@@H](CC1=CC=CC=C1)[C@H](C[C@H](CC1=CC=CC=C1)NC(=O)OC(C)(C)C)O ((2S,3S,5S)-2-Amino-3-hydroxy-5-(t-butyloxycarbonylamino)-1,6-diphenylhexane), [N+](=O)([O-])C1=CC=C(C=C1)OC(=O)OCC1=CN=CS1 (5-(p-nitrophenyloxycarbonyloxymethyl)thiazole). Solvent: CN(C)C=O (DMF). Run at time 4 hour. Product: C(C)(C)(C)OC(=O)N[C@H](C[C@@H]([C@H](CC1=CC=CC=C1)NC(=O)OCC1=CN=CS1)O)CC1=CC=CC=C1 ((2S,3S,5S)-5-(t-Butyloxycarbonylamino)-2-(N-((5-thiazolyl)methoxycarbonyl)amino)-1,6-diphenyl-3-hydroxyhexane). Isolated yield 79.6%. As a reaction SMILES: [NH2:1][C@H:2]([C@@H:10]([OH:28])[CH2:11][C@@H:12]([NH:20][C:21]([O:23][C:24]([CH3:27])([CH3:26])[CH3:25])=[O:22])[CH2:13][C:14]1[CH:19]=[CH:18][CH:17]=[CH:16][CH:15]=1)[CH2:3][C:4]1[CH:9]=[CH:8][CH:7]=[CH:6][CH:5]=1.[N+](C1C=CC([O:38][C:39]([O:41][CH2:42][C:43]2[S:47][CH:46]=[N:45][CH:44]=2)=O)=CC=1)([O-])=O>CN(C=O)C>[C:24]([O:23][C:21]([NH:20][C@@H:12]([CH2:13][C:14]1[CH:15]=[CH:16][CH:17]=[CH:18][CH:19]=1)[CH2:11][C@H:10]([OH:28])[C@@H:2]([NH:1][C:39]([O:41][CH2:42][C:43]1[S:47][CH:46]=[N:45][CH:44]=1)=[O:38])[CH2:3][C:4]1[CH:5]=[CH:6][CH:7]=[CH:8][CH:9]=1)=[O:22])([CH3:25])([CH3:27])[CH3:26]. Procedure details: The product of Example 68D (6.0 g, 15.6 mmoles) was dissolved in 60 mL of DMF under nitrogen atmosphere. To this stirred solution at room temperature was added 5-(p-nitrophenyloxycarbonyloxymethyl)thiazole (4.67g, 15.6 mmole) and the resulting solution was stirred for 4 h. The solvent was removed under reduced pressure by rotary evaporation and the residue dissolved in 150 mL EtOAc. This solution was washed with 5×75 mL 1N NaoH solution, 100 mL brine, dried over Na2SO4. The solvent was removed t...